describe an organic reaction: reactants, conditions, products, and yield From a dataset of the Open Reaction Database (ORD), a public repository of structured organic reaction records. The reactants are CNC, Cc1cccc(Cl)c1OC1CN(C(=O)Cl)C1, C1CCOC1, O. The product is Cc1cccc(Cl)c1OC1CN(C(=O)N(C)C)C1. Reaction SMILES: [CH3:17][NH:18][CH3:19].[Cl:1][c:2]1[c:3]([O:4][CH:5]2[CH2:6][N:7]([C:9](=[O:10])[Cl:11])[CH2:8]2)[c:12]([CH3:16])[cH:13][cH:14][cH:15]1.[O:20]1[CH2:21][CH2:22][CH2:23][CH2:24]1.[OH2:25]>>[Cl:1][c:2]1[c:3]([O:4][CH:5]2[CH2:6][N:7]([C:9](=[O:10])[N:18]([CH3:17])[CH3:19])[CH2:8]2)[c:12]([CH3:16])[cH:13][cH:14][cH:15]1. Reactants: COc1cc(OC)cc(C(=CC#N)c2ccc(OC)c(OC)c2)c1, CCOC(C)=O. Yields the product COc1cc(OC)cc(C(CC#N)c2ccc(OC)c(OC)c2)c1. As a reaction SMILES: [CH3:1][O:2][c:3]1[cH:4][c:5]([C:11](=[CH:12][C:13]#[N:14])[c:15]2[cH:16][c:17]([O:23][CH3:24])[cH:18][c:19]([O:21][CH3:22])[cH:20]2)[cH:6][cH:7][c:8]1[O:9][CH3:10].[CH3:25][CH2:26][O:27][C:28]([CH3:29])=[O:30]>>[CH3:1][O:2][c:3]1[cH:4][c:5]([CH:11]([CH2:12][C:13]#[N:14])[c:15]2[cH:16][c:17]([O:23][CH3:24])[cH:18][c:19]([O:21][CH3:22])[cH:20]2)[cH:6][cH:7][c:8]1[O:9][CH3:10]. Starting materials: N#Cc1ccc(NC(N)=S)cc1, CI, CCC(C)=O. Yields the product CSC(=N)Nc1ccc(C#N)cc1, I. Reaction SMILES: [C:1](#[N:2])[c:3]1[cH:4][cH:5][c:6]([NH:9][C:10](=[S:11])[NH2:12])[cH:7][cH:8]1.[CH3:13][I:14].[CH3:15][C:16](=[O:17])[CH2:18][CH3:19]>>[C:1](#[N:2])[c:3]1[cH:4][cH:5][c:6]([NH:9][C:10]([S:11][CH3:13])=[NH:12])[cH:7][cH:8]1.[IH:14]. Starting materials: ClC1=C(C=CC(=C1)Cl)C1=NC(=NC=C1C=1NC=CN1)CCN (4-(2,4-dichlorophenyl)-5-imidazolylpyrimidin-2-ylethylamine), ClC1=NC=C(C=C1)C#N (2-chloro-5-cyanopyridine), ClC1=C(C=CC(=C1)Cl)C1=NC(=NC=C1C=1NC=CN1)NCCNC1=NC(=C(C=C1)[N+](=O)[O-])OC ([4-(2,4-dichlorophenyl)-5-imidazol-2-ylpyrimidin-2-yl]{2-[(6-methoxy-5-nitro(2-pyridyl))amino]ethyl}amine). Yields the product ClC1=C(C=CC(=C1)Cl)C1=NC(=NC=C1C=1NC=CN1)NCCNC1=CC=C(C=N1)C#N (6-[(2-{[4-(2,4-dichlorophenyl)-5-imidazolylpyrimidin-2-yl]amino}ethyl)amino]-pyridine-3-carbonitrile). Reaction SMILES: ClC1C=C(Cl)C=CC=1C1C(C2NC=CN=2)=CN=C(CCN)N=1.Cl[C:24]1[CH:29]=[CH:28][C:27]([C:30]#[N:31])=[CH:26][N:25]=1.[Cl:32][C:33]1[CH:38]=[C:37]([Cl:39])[CH:36]=[CH:35][C:34]=1[C:40]1[C:45]([C:46]2[NH:47][CH:48]=[CH:49][N:50]=2)=[CH:44][N:43]=[C:42]([NH:51][CH2:52][CH2:53][NH:54]C2C=CC([N+]([O-])=O)=C(OC)N=2)[N:41]=1>>[Cl:32][C:33]1[CH:38]=[C:37]([Cl:39])[CH:36]=[CH:35][C:34]=1[C:40]1[C:45]([C:46]2[NH:50][CH:49]=[CH:48][N:47]=2)=[CH:44][N:43]=[C:42]([NH:51][CH2:52][CH2:53][NH:54][C:24]2[N:25]=[CH:26][C:27]([C:30]#[N:31])=[CH:28][CH:29]=2)[N:41]=1. Procedure: 6-[(2-{[4-(2,4-dichlorophenyl)-5-imidazolylpyrimidin-2-yl]amino}ethyl)amino]-pyridine-3-carbonitrile was prepared from [4-(2,4-dichlorophenyl)-5-imidazolylpyrimidin-2-ylethylamine and 2-chloro-5-cyanopyridine in accordance with the procedure described above for the preparation of [4-(2,4-dichlorophenyl)-5-imidazol-2-ylpyrimidin-2-yl]{2-[(6-methoxy-5-nitro(2-pyridyl))amino]ethyl}amine. The reactants are C1=CCCC=C1, ClC(Cl)Cl, CN1C(=O)C=C(c2ccc(F)c(F)c2)C1=O, Cc1ccccc1O. Yields the product CN1C(=O)C2C3C=CC(CC3)C2(c2ccc(F)c(F)c2)C1=O. As a reaction SMILES: [CH:17]1=[CH:18][CH:19]=[CH:20][CH2:21][CH2:22]1.[CH:31]([Cl:32])([Cl:33])[Cl:34].[F:1][c:2]1[cH:3][c:4]([C:9]2=[CH:13][C:12](=[O:14])[N:11]([CH3:15])[C:10]2=[O:16])[cH:5][cH:6][c:7]1[F:8].[OH:23][c:24]1[cH:25][cH:26][cH:27][cH:28][c:29]1[CH3:30]>>[F:1][c:2]1[cH:3][c:4]([C:9]23[C:10](=[O:16])[N:11]([CH3:15])[C:12](=[O:14])[CH:13]2[CH:22]2[CH:17]=[CH:18][CH:19]3[CH2:20][CH2:21]2)[cH:5][cH:6][c:7]1[F:8].